This data is from the Open Reaction Database (ORD), a public repository of structured organic reaction records. The task is: describe an organic reaction: reactants, conditions, products, and yield Reactants: CO, [Na+], [OH-], COCCOCCOCCOc1ccc(O)c(C2=NC(C)(C(=O)OC(C)C)CS2)c1. Yields the product COCCOCCOCCOc1ccc(O)c(C2=NC(C)(C(=O)O)CS2)c1. Reaction SMILES: [CH3:33][OH:34].[Na+:2].[OH-:1].[OH:3][c:4]1[c:5]([C:21]2=[N:25][C:24]([C:26](=[O:27])[O:28][CH:29]([CH3:30])[CH3:31])([CH3:32])[CH2:23][S:22]2)[cH:6][c:7]([O:10][CH2:11][CH2:12][O:13][CH2:14][CH2:15][O:16][CH2:17][CH2:18][O:19][CH3:20])[cH:8][cH:9]1>>[OH:3][c:4]1[c:5]([C:21]2=[N:25][C:24]([C:26](=[O:27])[OH:28])([CH3:32])[CH2:23][S:22]2)[cH:6][c:7]([O:10][CH2:11][CH2:12][O:13][CH2:14][CH2:15][O:16][CH2:17][CH2:18][O:19][CH3:20])[cH:8][cH:9]1.